describe an organic reaction: reactants, conditions, products, and yield From a dataset of the Open Reaction Database (ORD), a public repository of structured organic reaction records. Procedure: Phenol is reacted with p-chlorobenzoyl chloride in a Friedel-Crafts reaction in the presence of aluminium chloride to give 4-chloro-4'-hydroxybenzophenone, 179°-181° C. (A). To a solution of this (5 g.) in pyridine (6 ml.) was added methanesulphonyl chloride (2.5 g.), at room temperature. The reactants were heated on a steam bath for 11/2 hours and the liquid reaction product poured into dilute hydrochloric acid to give a solid which was filtered and air-dried. This solid was recrystallised from... Reactants: C1(=CC=CC=C1)O (Phenol), ClC1=CC=C(C(=O)Cl)C=C1 (p-chlorobenzoyl chloride), [Cl-].[Al+3].[Cl-].[Cl-] (aluminium chloride). Product: ClC1=CC=C(C(=O)C2=CC=C(C=C2)O)C=C1 (4-chloro-4'-hydroxybenzophenone), ( A ). RXN SMILES: [C:1]1([OH:7])[CH:6]=[CH:5][CH:4]=[CH:3][CH:2]=1.[Cl:8][C:9]1[CH:17]=[CH:16][C:12]([C:13](Cl)=[O:14])=[CH:11][CH:10]=1.[Cl-].[Al+3].[Cl-].[Cl-]>>[Cl:8][C:9]1[CH:17]=[CH:16][C:12]([C:13]([C:4]2[CH:5]=[CH:6][C:1]([OH:7])=[CH:2][CH:3]=2)=[O:14])=[CH:11][CH:10]=1 |f:2.3.4.5|. Reactants: C(C)(C)(C)OC(=O)N[C@H](C(=O)OC)CCC[C@H](CCC(C)C)[C@H]([C@H](C)OCC1=CC=C(C=C1)OC)O[Si](C(C)C)(C(C)C)C(C)C ((2S,6R)-methyl 2-((tert-butoxycarbonyl)amino)-6-((1R,2S)-2-((4-methoxybenzyl)oxy)-1-((triisopropylsilyl)oxy)propyl)-9-methyldecanoate), [Li+].[OH-] (LiOH). The solvent is CCOC(=O)C (EtOAc), C1CCOC1 (THF), O (H2O). Run at temperature 40 celsius, time 24 hour. Yields the product C(C)(C)(C)OC(=O)N[C@H](C(=O)O)CCC[C@H](CCC(C)C)[C@H]([C@H](C)OCC1=CC=C(C=C1)OC)O[Si](C(C)C)(C(C)C)C(C)C ((2S,6R)-2-((tert-butoxycarbonyl)amino)-6-((1R,2S)-2-((4-methoxybenzyl)oxy)-1-((triisopropylsilyl)oxy)propyl)-9-methyldecanoic acid). Yield: 99.3%. RXN SMILES: [C:1]([O:5][C:6]([NH:8][C@@H:9]([CH2:14][CH2:15][CH2:16][C@@H:17]([C@@H:23]([O:36][Si:37]([CH:44]([CH3:46])[CH3:45])([CH:41]([CH3:43])[CH3:42])[CH:38]([CH3:40])[CH3:39])[C@@H:24]([O:26][CH2:27][C:28]1[CH:33]=[CH:32][C:31]([O:34][CH3:35])=[CH:30][CH:29]=1)[CH3:25])[CH2:18][CH2:19][CH:20]([CH3:22])[CH3:21])[C:10]([O:12]C)=[O:11])=[O:7])([CH3:4])([CH3:3])[CH3:2].[Li+].[OH-]>C1COCC1.O.CCOC(C)=O>[C:1]([O:5][C:6]([NH:8][C@@H:9]([CH2:14][CH2:15][CH2:16][C@@H:17]([C@@H:23]([O:36][Si:37]([CH:38]([CH3:40])[CH3:39])([CH:41]([CH3:43])[CH3:42])[CH:44]([CH3:46])[CH3:45])[C@@H:24]([O:26][CH2:27][C:28]1[CH:29]=[CH:30][C:31]([O:34][CH3:35])=[CH:32][CH:33]=1)[CH3:25])[CH2:18][CH2:19][CH:20]([CH3:22])[CH3:21])[C:10]([OH:12])=[O:11])=[O:7])([CH3:2])([CH3:4])[CH3:3] |f:1.2|. Reported procedure: To a solution of (2S,6R)-methyl 2-((tert-butoxycarbonyl)amino)-6-((1R,2S)-2-((4-methoxybenzyl)oxy)-1-((triisopropylsilyl)oxy)propyl)-9-methyldecanoate (8.76 g, 13.2 mmol) in a mixture of THF and H2O (125 mL/62.5 mL) was added LiOH (2.047 g, 85.0 mmol) and the resulting mixture was stirred for 24 h at 40° C. and then for another 24 h at room temperature. The reaction mixture was diluted with EtOAc and washed with 1.0 M aqueous HCl. The phases were separated and the aqueous phase was extracted wit... Starting materials: NC=1C=C(C=CC1C(=O)NC1=CC=C(C=2C=C(C=C(C12)S(=O)(=O)O)S(=O)(=O)O)S(=O)(=O)O)C (8(3-amino-p-toluamido)-1,3,5-naphthalenetrisulfonic acid), C1=CC(=CC=C1N=NC2C(=NN(C2=O)C3=CC=C(C=C3)S(=O)(=O)[O-])C(=O)[O-])S(=O)(=O)[O-].[Na+].[Na+].[Na+] (trisodium salt), O.O.O.C(C)(=O)[O-].[Na+] (sodium acetate trihydrate), [N+](=O)([O-])C1=CC(=C(C(=O)OC(C2=C(C=C(C=C2)[N+](=O)[O-])S(=O)(=O)O)=O)C=C1)S(=O)(=O)O (4-nitro-2-sulfobenzoic acid anhydride). Solvent: O (water). Run at time 30 minute. The product is [N+](=O)([O-])C1=CC(=C(C(=O)NC=2C=C(C=CC2C(=O)NC2=CC=C(C=3C=C(C=C(C23)S(=O)(=O)O)S(=O)(=O)O)S(=O)(=O)O)C)C=C1)S(=O)(=O)O (8-[3-(4-nitro-2-sulfobenzamido)-p-toluamido]-1,3,5-naphthalenetrisulfonic acid). Yield: 87.4%. Reaction SMILES: [NH2:1][C:2]1[CH:3]=[C:4]([CH3:33])[CH:5]=[CH:6][C:7]=1[C:8]([NH:10][C:11]1[C:20]2[C:19]([S:21]([OH:24])(=[O:23])=[O:22])=[CH:18][C:17]([S:25]([OH:28])(=[O:27])=[O:26])=[CH:16][C:15]=2[C:14]([S:29]([OH:32])(=[O:31])=[O:30])=[CH:13][CH:12]=1)=[O:9].C1C(N=NC2C(=O)N(C3C=CC(S([O-])(=O)=O)=CC=3)N=C2C([O-])=O)=CC=C(S([O-])(=O)=O)C=1.[Na+].[Na+].[Na+].O.O.O.C([O-])(=O)C.[Na+].[N+](C1C=CC(C([O:85][C:86](=O)[C:87]2[CH:92]=[CH:91][C:90]([N+:93]([O-:95])=[O:94])=[CH:89][C:88]=2[S:96]([OH:99])(=[O:98])=[O:97])=O)=C(S(O)(=O)=O)C=1)([O-])=O>O>[N+:93]([C:90]1[CH:91]=[CH:92][C:87]([C:86]([NH:1][C:2]2[CH:3]=[C:4]([CH3:33])[CH:5]=[CH:6][C:7]=2[C:8]([NH:10][C:11]2[C:20]3[C:19]([S:21]([OH:24])(=[O:23])=[O:22])=[CH:18][C:17]([S:25]([OH:28])(=[O:26])=[O:27])=[CH:16][C:15]=3[C:14]([S:29]([OH:32])(=[O:31])=[O:30])=[CH:13][CH:12]=2)=[O:9])=[O:85])=[C:88]([S:96]([OH:99])(=[O:97])=[O:98])[CH:89]=1)([O-:95])=[O:94] |f:1.2.3.4,5.6.7.8.9|. Procedure: To a stirred solution of 6.5 g of 8(3-amino-p-toluamido)-1,3,5-naphthalenetrisulfonic acid, trisodium salt (prepared in Example 1) and 2.4 g of sodium acetate trihydrate in 43.0 ml of water is added 3.07 g of 4-nitro-2-sulfobenzoic acid anhydride. The mixture is stirred for 30 minutes then is filtered. The filtrate is acidified with 0.98 ml of concentrated hydrochloric acid and evaporated in vacuo. The residue is dissolved in 20 ml of hot water which is added to 130 ml of absolute ethanol formin... The reactants are formula 3, C(C)(C)NC(=O)C1(OC2=C(N3C1=CC=C3)C=CC=C2)C (N-isopropyl-4-methyl-4H-pyrrolo[2,1-c][1,4]benzoxazine-4-carboxamide), O1C=CN(C2=C1C=CC=C2)C(=O)N ([1,4]benzoxazine-4-carboxamide), COOR6, CNC (dimethylamine), Cl (hydrochloric acid). Yields the product CN(C)CC1=CC=C2C(OC3=C(N21)C=CC=C3)(C)CNC(C)C (1-[(dimethylamino)-methyl]-4-[(isopropylamino)methyl]-4-methyl-4H-pyrrolo[2,1-c][1,4]-benzoxazine). As a reaction SMILES: CNC.[CH:4]([NH:7][C:8]([C:10]1([CH3:23])[C:15]2=[CH:16][CH:17]=[CH:18][N:14]2[C:13]2[CH:19]=[CH:20][CH:21]=[CH:22][C:12]=2[O:11]1)=O)([CH3:6])[CH3:5].O1C2C=CC=C[C:28]=2[N:27]([C:34](N)=O)[CH:26]=C1.Cl>>[CH3:26][N:27]([CH2:34][C:18]1[N:14]2[C:15]([C:10]([CH2:8][NH:7][CH:4]([CH3:6])[CH3:5])([CH3:23])[O:11][C:12]3[CH:22]=[CH:21][CH:20]=[CH:19][C:13]=32)=[CH:16][CH:17]=1)[CH3:28]. Procedure: Alternatively, the procedure of this Example is followed to prepare compounds of formula 3 in which R2 is CH2NR4R5 in which R4 and R5 are as defined herein and A is COOR6 or CONR4R5 in which R4, R5 or R6 are as defined herein. For example, by using dimethylamine (40% aqueous solution) as the base and N-isopropyl-4-methyl-4H-pyrrolo[2,1-c][1,4]benzoxazine-4-carboxamide, described in Example 15, 1-[(dimethylamino)methyl]-N-isopropyl-4-methyl-4H-pyrrolo-2,1-c][1,4]benzoxazine-4-carboxamide, nmr (CD... The reactants are CCn1ccc(NC(=O)c2cc(O)cc(OC(C)COC)c2)n1, O=C(c1ccc(Br)cn1)N1CCC1. Yields the product CCn1ccc(NC(=O)c2cc(Oc3ccc(C(=O)N4CCC4)nc3)cc(OC(C)COC)c2)n1. Reaction SMILES: [CH2:1]([CH3:2])[n:3]1[n:4][c:5]([NH:8][C:9]([c:10]2[cH:11][c:12]([OH:22])[cH:13][c:14]([O:16][CH:17]([CH2:18][O:19][CH3:20])[CH3:21])[cH:15]2)=[O:23])[cH:6][cH:7]1.[N:24]1([C:28](=[O:29])[c:30]2[n:31][cH:32][c:33]([Br:36])[cH:34][cH:35]2)[CH2:25][CH2:26][CH2:27]1>>[CH2:1]([CH3:2])[n:3]1[n:4][c:5]([NH:8][C:9]([c:10]2[cH:11][c:12]([O:22][c:33]3[cH:32][n:31][c:30]([C:28]([N:24]4[CH2:25][CH2:26][CH2:27]4)=[O:29])[cH:35][cH:34]3)[cH:13][c:14]([O:16][CH:17]([CH2:18][O:19][CH3:20])[CH3:21])[cH:15]2)=[O:23])[cH:6][cH:7]1. Reactants: C(#N)C=1C=C2C(=CN(C2=CC1)C)C1CCC(CC1)=O (4-(5-cyano-1-methyl-3-indolyl)-cyclohexanone), C(C)(=O)O (acetic acid), N1C=CC2=C(C=CC=C12)N1CCNCC1 (1-(indol-4-yl)piperazine), C(C)(=O)O[BH-](OC(C)=O)OC(C)=O.[Na+] (sodium triacetoxyborohydride). The solvent is ClCCCl (1,2-dichloroethane). Run at time 8 hour. Product: CN1C=C(C2=C1C=CC(=C2)C#N)C3CCC(CC3)N4CCN(CC4)C5=CC=CC6=C5C=CN6 (3-{(1,4-cis)-4-[4-(1H-indol-4-yl)-piperazin-1-yl]-cyclohexyl}-1-methyl-1H-indole-5-carbonitrile). Isolated yield 55.6%. RXN SMILES: [C:1]([C:3]1[CH:4]=[C:5]2[C:9](=[CH:10][CH:11]=1)[N:8]([CH3:12])[CH:7]=[C:6]2[CH:13]1[CH2:18][CH2:17][C:16](=O)[CH2:15][CH2:14]1)#[N:2].[NH:20]1[C:28]2[C:23](=[C:24]([N:29]3[CH2:34][CH2:33][NH:32][CH2:31][CH2:30]3)[CH:25]=[CH:26][CH:27]=2)[CH:22]=[CH:21]1.C(O[BH-](OC(=O)C)OC(=O)C)(=O)C.[Na+].C(O)(=O)C>ClCCCl>[CH3:12][N:8]1[C:9]2[CH:10]=[CH:11][C:3]([C:1]#[N:2])=[CH:4][C:5]=2[C:6]([CH:13]2[CH2:18][CH2:17][CH:16]([N:32]3[CH2:33][CH2:34][N:29]([C:24]4[C:23]5[CH:22]=[CH:21][NH:20][C:28]=5[CH:27]=[CH:26][CH:25]=4)[CH2:30][CH2:31]3)[CH2:15][CH2:14]2)=[CH:7]1 |f:2.3|. Procedure details: A solution of 4-(5-cyano-1-methyl-3-indolyl)-cyclohexanone (0.75 g, 3 mmol), 1-(indol-4-yl)piperazine (0.6 g, 3 mmol), sodium triacetoxyborohydride (0.95 g, 4.5 mmol) and acetic acid (0.34 ml, 6 mmol) in 1,2-dichloroethane (20 ml) was allowed to stir at room temperature overnight. The reaction was quenched with 1N sodium hydroxide (10 ml), extracted with methylene chloride (3×60 ml) and washed with brine (3×60 ml). The organic layer was dried over anhydrous sodium sulfate and filtered. Chromatog... Starting materials: COC(=O)c1c(Oc2nc(OC)cc(OC)n2)cccc1C(C)=O, C=CCON, CC(=O)[O-], CO, Cl, [K+], O. Product: C=CCON=C(C)c1cccc(Oc2nc(OC)cc(OC)n2)c1C(=O)OC. As a reaction SMILES: [C:1]([CH3:2])(=[O:3])[c:4]1[c:5]([C:6](=[O:7])[O:8][CH3:9])[c:10]([O:14][c:15]2[n:16][c:17]([O:23][CH3:24])[cH:18][c:19]([O:21][CH3:22])[n:20]2)[cH:11][cH:12][cH:13]1.[CH2:26]([CH:27]=[CH2:28])[O:29][NH2:30].[CH3:32][C:33](=[O:34])[O-:35].[CH3:36][OH:37].[ClH:25].[K+:31].[OH2:38]>>[C:1]([CH3:2])([c:4]1[c:5]([C:6](=[O:7])[O:8][CH3:9])[c:10]([O:14][c:15]2[n:16][c:17]([O:23][CH3:24])[cH:18][c:19]([O:21][CH3:22])[n:20]2)[cH:11][cH:12][cH:13]1)=[N:30][O:29][CH2:26][CH:27]=[CH2:28]. Starting materials: BrC=1C=C(C=CC1C)C(C=C(C)C)=O (1-(3-bromo-4-methylphenyl)-3-methylbut-2-en-1-one), O (water), intermediate 1, Cl.NO (hydroxylamine hydrochloride), [OH-].[K+] (potassium hydroxide). Solvent: C(C)(=O)OCC (ethyl acetate), C(C)O (ethanol). Run at time 4 hour. The product is BrC=1C=C(C=CC1C)C1=NOC(C1)(C)C (3-(3-Bromo-4-methylphenyl)-5,5-dimethyl-4,5-dihydroisoxazole). RXN SMILES: [Br:1][C:2]1[CH:3]=[C:4]([C:9](=O)[CH:10]=[C:11]([CH3:13])[CH3:12])[CH:5]=[CH:6][C:7]=1[CH3:8].Cl.[NH2:16][OH:17].[OH-].[K+].O>C(O)C.C(OCC)(=O)C>[Br:1][C:2]1[CH:3]=[C:4]([C:9]2[CH2:10][C:11]([CH3:13])([CH3:12])[O:17][N:16]=2)[CH:5]=[CH:6][C:7]=1[CH3:8] |f:1.2,3.4|. Procedure details: To a mixture of 1-(3-bromo-4-methylphenyl)-3-methylbut-2-en-1-one, (prepared herein before in step 2 of intermediate 1; 1.0 g, 3.95 mmol, 1.0 eq), and hydroxylamine hydrochloride (330 mg, 4.74 mmol, 1.2 eq) in ethanol (10 mL) at 0° C., was added an aqueous solution of potassium hydroxide (1N, 4 mL) until the pH of the reaction was basic. The resulting mixture was stirred at room temperature for 4 h. The reaction mixture was diluted with ethyl acetate (20 mL) followed by water (20 mL). The layers... Reactants: C(C)N(CCOC=1C=C(C=CC1CC)[N+](=O)[O-])CC (3-(2-diethylaminoethoxy)-4-ethylnitrobenzene), CC1=C(C=CC(=C1)C1=NC=CN=C1)C1=CC=C(C=C1)C(=O)O (2'-Methyl-4'-pyrazinylbiphenyl-4-carboxylic acid). Yields the product CN(CCOC=1C=C(N)C=CC1CC)C (3-(2-Dimethylaminoethoxy)-4-ethylaniline). As a reaction SMILES: [CH2:1]([N:3]([CH2:18]C)[CH2:4][CH2:5][O:6][C:7]1[CH:8]=[C:9]([N+:15]([O-])=O)[CH:10]=[CH:11][C:12]=1[CH2:13][CH3:14])C.CC1C=C(C2C=NC=CN=2)C=CC=1C1C=CC(C(O)=O)=CC=1>>[CH3:1][N:3]([CH3:18])[CH2:4][CH2:5][O:6][C:7]1[CH:8]=[C:9]([CH:10]=[CH:11][C:12]=1[CH2:13][CH3:14])[NH2:15]. Procedure details: The title compound was prepared from 3-(2-diethylaminoethoxy)-4-ethylnitrobenzene (D52) using a similar procedure to Description 2 as a pale yellow oil (89%)